From a dataset of the Open Reaction Database (ORD), a public repository of structured organic reaction records. describe an organic reaction: reactants, conditions, products, and yield The reactants are CC1CN(Cc2ccccc2)Cc2ncc(N3CCOCC3)nc2O1, CO. Yields the product CC1CNCc2ncc(N3CCOCC3)nc2O1. Reaction SMILES: [CH2:1]([c:2]1[cH:3][cH:4][cH:5][cH:6][cH:7]1)[N:8]1[CH2:9][CH:10]([CH3:25])[O:11][c:12]2[c:13]([n:15][cH:16][c:17]([N:19]3[CH2:20][CH2:21][O:22][CH2:23][CH2:24]3)[n:18]2)[CH2:14]1.[CH3:26][OH:27]>>[NH:8]1[CH2:9][CH:10]([CH3:25])[O:11][c:12]2[c:13]([n:15][cH:16][c:17]([N:19]3[CH2:20][CH2:21][O:22][CH2:23][CH2:24]3)[n:18]2)[CH2:14]1. Starting materials: N1(CCCCCC1)C1=NC(=NC(=C1)Cl)N[C@@H]1[C@H](N(CC1)C1CCC2(OCCO2)CC1)CCCN=[N+]=[N-] (4-azepan-1-yl-N-[(2R,3S)-2-(3-azidopropyl)-1-(1,4-dioxaspiro[4.5]dec-8-yl)pyrrolidin-3-yl]-6-chloropyrimidin-2-amine), FC(C(=O)O)(F)F (trifluoroacetic acid). Solvent: O (water). Yields the product N1(CCCCCC1)C1=NC(=NC(=C1)Cl)N[C@@H]1[C@H](N(CC1)C1CCC(CC1)=O)CCCN=[N+]=[N-] (4-[(2R,3S)-3-[(4-azepan-1-yl-6-chloropyrimidin-2-yl)amino]-2-(3-azidopropyl)pyrrolidin-1-yl]cyclohexanone). Yield: 99.6%. RXN SMILES: [N:1]1([C:8]2[CH:13]=[C:12]([Cl:14])[N:11]=[C:10]([NH:15][C@H:16]3[CH2:20][CH2:19][N:18]([CH:21]4[CH2:30][CH2:29][C:24]5(OCC[O:25]5)[CH2:23][CH2:22]4)[C@@H:17]3[CH2:31][CH2:32][CH2:33][N:34]=[N+:35]=[N-:36])[N:9]=2)[CH2:7][CH2:6][CH2:5][CH2:4][CH2:3][CH2:2]1.FC(F)(F)C(O)=O>O>[N:1]1([C:8]2[CH:13]=[C:12]([Cl:14])[N:11]=[C:10]([NH:15][C@H:16]3[CH2:20][CH2:19][N:18]([CH:21]4[CH2:30][CH2:29][C:24](=[O:25])[CH2:23][CH2:22]4)[C@@H:17]3[CH2:31][CH2:32][CH2:33][N:34]=[N+:35]=[N-:36])[N:9]=2)[CH2:2][CH2:3][CH2:4][CH2:5][CH2:6][CH2:7]1. Reported procedure: The compound 44 (1.24 g), water (2 mL) and trifluoroacetic acid (18 mL) were stirred at room temperature for 4 hours and then concentrated. The residue was added aqueous saturated sodium hydrogen carbonate solution and extracted with ethyl acetate. The extract was washed with saturated brine, dried over anhydrous magnesium sulfate, concentrated and obtained the title compound (1.13 g) having the following physical properties. The reactants are O=C([O-])O, CCOC(C)=O, NC(Cc1ccc(C(F)(F)F)cc1)C(O)c1cccc(F)c1, [Na+], O, O=C(Cl)CCc1ccccc1. The product is O=C(CCc1ccccc1)NC(Cc1ccc(C(F)(F)F)cc1)C(O)c1cccc(F)c1. Reaction SMILES: [C:34](=[O:35])([O-:36])[OH:37].[CH3:39][CH2:40][O:41][C:42](=[O:43])[CH3:44].[NH2:1][CH:2]([CH:3]([OH:4])[c:5]1[cH:6][c:7]([F:11])[cH:8][cH:9][cH:10]1)[CH2:12][c:13]1[cH:14][cH:15][c:16]([C:19]([F:20])([F:21])[F:22])[cH:17][cH:18]1.[Na+:38].[OH2:45].[c:23]1([CH2:29][CH2:30][C:31](=[O:32])[Cl:33])[cH:24][cH:25][cH:26][cH:27][cH:28]1>>[NH:1]([CH:2]([CH:3]([OH:4])[c:5]1[cH:6][c:7]([F:11])[cH:8][cH:9][cH:10]1)[CH2:12][c:13]1[cH:14][cH:15][c:16]([C:19]([F:20])([F:21])[F:22])[cH:17][cH:18]1)[C:31]([CH2:30][CH2:29][c:23]1[cH:24][cH:25][cH:26][cH:27][cH:28]1)=[O:32]. Starting materials: C(C)OC=1C=C(C=CC1)C(=CC(C)C)C1=CC=2C(=NC=CC2)N1S(=O)(=O)C1=CC=CC=C1 (2-(1-(3-ethoxy-phenyl)-3-methyl-but-1-enyl)-1-(phenylsulfonyl)-1H-pyrrolo[2,3-b]pyridine), [OH-].[Na+] (sodium hydroxide). Run in C(C)O (ethanol), O1CCCC1 (tetrahydrofuran), O (water). Reaction conditions: temperature 70 celsius, time 18 hour. Yields the product ethyl acetate petroleum ether, C(C)OC=1C=C(C=CC1)C(=CC(C)C)C1=CC=2C(=NC=CC2)N1 (2-(1-(3-ethoxy-phenyl)-3-methyl-but-1-enyl)-1H-pyrrolo[2,3-b]pyridine). The yield is 86.6%. Reaction SMILES: [CH2:1]([O:3][C:4]1[CH:5]=[C:6]([C:10]([C:15]2[N:23](S(C3C=CC=CC=3)(=O)=O)[C:18]3=[N:19][CH:20]=[CH:21][CH:22]=[C:17]3[CH:16]=2)=[CH:11][CH:12]([CH3:14])[CH3:13])[CH:7]=[CH:8][CH:9]=1)[CH3:2].[OH-].[Na+]>C(O)C.O1CCCC1.O>[CH2:1]([O:3][C:4]1[CH:5]=[C:6]([C:10]([C:15]2[NH:23][C:18]3=[N:19][CH:20]=[CH:21][CH:22]=[C:17]3[CH:16]=2)=[CH:11][CH:12]([CH3:14])[CH3:13])[CH:7]=[CH:8][CH:9]=1)[CH3:2] |f:1.2|. Procedure: A solution of 2-(1-(3-ethoxy-phenyl)-3-methyl-but-1-enyl)-1-(phenylsulfonyl)-1H-pyrrolo[2,3-b]pyridine (2.2 g, 4.9 mmol) in ethanol (58.5 mL) and tetrahydrofuran (117 mL) was treated with an aqueous sodium hydroxide solution (10%, 22 mL). The reaction was stirred at 70° C. for 18 h. After cooling to 25° C., the reaction mixture was diluted with water (200 mL) and extracted with ethyl acetate (2×150 mL). The organic extracts were dried over anhydrous sodium sulfate, filtered and concentrated in v... The reactants are ClC=1C=C2C(CCOC2=CC1OC1=CC=C(C(=O)O)C=C1)C(=O)OCC (4-(6-chloro-4-(ethoxycarbonyl)chroman-7-yloxy)benzoic acid), ClC=1C=C(CN)C=CC1Cl (3,4-dichlorobenzylamine), Cl.CN(CCCN=C=NCC)C (1-(3-dimethylaminopropyl)-3-ethylcarbodiimide hydrochloride), ON1N=NC2=C1N=CC=C2 (1-Hydroxy-7-azabenzotriazole). The solvent is C(Cl)Cl (DCM), CN(C)C=O (DMF). Reaction conditions: time 16 hour. Yields the product ClC=1C=C2C(CCOC2=CC1OC1=CC=C(C=C1)C(NCC1=CC(=C(C=C1)Cl)Cl)=O)C(=O)OCC (ethyl 6-chloro-7-(4-(3,4-dichlorobenzylcarbamoyl)phenoxy)chroman-4-carboxylate). Yield: 94.2%. Reaction SMILES: [Cl:1][C:2]1[CH:3]=[C:4]2[C:9](=[CH:10][C:11]=1[O:12][C:13]1[CH:21]=[CH:20][C:16]([C:17](O)=[O:18])=[CH:15][CH:14]=1)[O:8][CH2:7][CH2:6][CH:5]2[C:22]([O:24][CH2:25][CH3:26])=[O:23].[Cl:27][C:28]1[CH:29]=[C:30]([CH:33]=[CH:34][C:35]=1[Cl:36])[CH2:31][NH2:32].Cl.CN(C)CCCN=C=NCC.ON1C2N=CC=CC=2N=N1>C(Cl)Cl.CN(C=O)C>[Cl:1][C:2]1[CH:3]=[C:4]2[C:9](=[CH:10][C:11]=1[O:12][C:13]1[CH:21]=[CH:20][C:16]([C:17](=[O:18])[NH:32][CH2:31][C:30]3[CH:33]=[CH:34][C:35]([Cl:36])=[C:28]([Cl:27])[CH:29]=3)=[CH:15][CH:14]=1)[O:8][CH2:7][CH2:6][CH:5]2[C:22]([O:24][CH2:25][CH3:26])=[O:23] |f:2.3|. Reported procedure: 4-(6-chloro-4-(ethoxycarbonyl)chroman-7-yloxy)benzoic acid (Preparation 1) (51.5 mg, 0.137 mmol), in 1:1 DMF:DCM (0.1 M) was sequentially treated with 3,4-dichlorobenzylamine (26.5 mg, 0.150 mmol), 1-(3-dimethylaminopropyl)-3-ethylcarbodiimide hydrochloride (31.4 mg, 0.164 mmol), and 1-Hydroxy-7-azabenzotriazole (5.58 mg, 0.0410 mmol) at ambient temperature. After 16 hours the reaction was applied directly to a silica gel column and eluted with a gradient (15% to 60%) of ethyl acetate-hexanes to... The reactants are CCO, COc1cc2cc(Nc3cc(C4CC4)[nH]n3)nc(Cl)c2cc1OC. Product: CCOc1nc(Nc2cc(C3CC3)[nH]n2)cc2cc(OC)c(OC)cc12. As a reaction SMILES: [CH3:25][CH2:26][OH:27].[Cl:1][c:2]1[n:3][c:4]([NH:16][c:17]2[n:18][nH:19][c:20]([CH:22]3[CH2:23][CH2:24]3)[cH:21]2)[cH:5][c:6]2[cH:7][c:8]([O:14][CH3:15])[c:9]([O:12][CH3:13])[cH:10][c:11]12>>[c:2]1([O:27][CH2:26][CH3:25])[n:3][c:4]([NH:16][c:17]2[n:18][nH:19][c:20]([CH:22]3[CH2:23][CH2:24]3)[cH:21]2)[cH:5][c:6]2[cH:7][c:8]([O:14][CH3:15])[c:9]([O:12][CH3:13])[cH:10][c:11]12. Starting materials: F[B-](F)(F)F, CCN(C(C)C)C(C)C, O=C(O)c1cnc(OC2CCCC2)c(-c2cc(C(F)(F)F)ccc2Cl)c1, NC1CCCCC1O, CN(C)C=O, CN(C)C(On1nnc2ccccc21)=[N+](C)C. Product: O=C(NC1CCCCC1O)c1cnc(OC2CCCC2)c(-c2cc(C(F)(F)F)ccc2Cl)c1. RXN SMILES: [B-:27]([F:28])([F:29])([F:30])[F:31].[CH:49]([N:50]([CH2:51][CH3:52])[CH:53]([CH3:54])[CH3:55])([CH3:56])[CH3:57].[Cl:1][c:2]1[c:3](-[c:12]2[cH:13][c:14]([C:24](=[O:25])[OH:26])[cH:15][n:16][c:17]2[O:18][CH:19]2[CH2:20][CH2:21][CH2:22][CH2:23]2)[cH:4][c:5]([C:8]([F:9])([F:10])[F:11])[cH:6][cH:7]1.[NH2:58][CH:59]1[CH:60]([OH:65])[CH2:61][CH2:62][CH2:63][CH2:64]1.[O:66]=[CH:67][N:68]([CH3:69])[CH3:70].[n:32]1([O:33][C:34]([N:35]([CH3:36])[CH3:37])=[N+:38]([CH3:39])[CH3:40])[c:41]2[cH:42][cH:43][cH:44][cH:45][c:46]2[n:47][n:48]1>>[Cl:1][c:2]1[c:3](-[c:12]2[cH:13][c:14]([C:24](=[O:25])[NH:58][CH:59]3[CH:60]([OH:65])[CH2:61][CH2:62][CH2:63][CH2:64]3)[cH:15][n:16][c:17]2[O:18][CH:19]2[CH2:20][CH2:21][CH2:22][CH2:23]2)[cH:4][c:5]([C:8]([F:9])([F:10])[F:11])[cH:6][cH:7]1. Reactants: BrC=1N=CC(=NC1C1=CC=C(C=C1)Cl)C(=O)O (5-bromo-6-(4-chloro-phenyl)-pyrazine-2-carboxylic acid), NCC(C)(O)C1CC1 (1-amino-2-cyclopropyl-propan-2-ol), C(C)N(C(C)C)C(C)C (ethyldiisopropylamine), ClC(=C(C)C)N(C)C ((1-chloro-2-methyl-propenyl)-dimethyl-amine). Solvent: ClCCl (dichloromethane), ClCCl (dichloromethane). Run at time 45 minute. The product is C1(CC1)C(CNC(=O)C1=NC(=C(N=C1)Br)C1=CC=C(C=C1)Cl)(C)O (5-Bromo-6-(4-chloro-phenyl)-pyrazine-2-carboxylic acid (2-cyclopropyl-2-hydroxy-propyl)-amide). RXN SMILES: [Br:1][C:2]1[N:3]=[CH:4][C:5]([C:15]([OH:17])=O)=[N:6][C:7]=1[C:8]1[CH:13]=[CH:12][C:11]([Cl:14])=[CH:10][CH:9]=1.ClC(N(C)C)=C(C)C.[NH2:26][CH2:27][C:28]([CH:31]1[CH2:33][CH2:32]1)([OH:30])[CH3:29].C(N(C(C)C)C(C)C)C>ClCCl>[CH:31]1([C:28]([OH:30])([CH3:29])[CH2:27][NH:26][C:15]([C:5]2[CH:4]=[N:3][C:2]([Br:1])=[C:7]([C:8]3[CH:9]=[CH:10][C:11]([Cl:14])=[CH:12][CH:13]=3)[N:6]=2)=[O:17])[CH2:33][CH2:32]1. Procedure details: To a suspension of 0.700 g (0.00223 mol) 5-bromo-6-(4-chloro-phenyl)-pyrazine-2-carboxylic acid in 7.0 ml dichloromethane was added a solution of 0.35 g (0.00262 mol) (1-chloro-2-methyl-propenyl)-dimethyl-amine and the mixture was stirred at room temperature for 45 min. To the resulting yellow solution was added dropwise during 15 minutes a solution of 0.296 g (0.00257 mol) 1-amino-2-cyclopropyl-propan-2-ol and 0.433 g ethyldiisopropylamine in 4.0 ml dichloromethane and the mixture was stirred a... Starting materials: ClC=1C=C(C(=O)N)C=CC1 (m-Chlorobenzamide), ClC(=O)SCl (chlorocarbonylsulfenyl chloride). Run at time 1.5 hour. Product: ClC=1C=C(C=CC1)C1=NSC(O1)=O (5-(m-Chlorophenyl)-1,3,4-Oxathiazol-2-One). Isolated yield 65.8%. RXN SMILES: [Cl:1][C:2]1[CH:3]=[C:4]([CH:8]=[CH:9][CH:10]=1)[C:5]([NH2:7])=[O:6].Cl[C:12]([S:14]Cl)=[O:13]>>[Cl:1][C:2]1[CH:3]=[C:4]([C:5]2[O:6][C:12](=[O:13])[S:14][N:7]=2)[CH:8]=[CH:9][CH:10]=1. Reported procedure: m-Chlorobenzamide (75 g, 0.48 mol) and chlorocarbonylsulfenyl chloride (79 g, 0.6 mol, 25% excess) were reacted as described in Example 2 for 1.5 hours. Volatile components were removed under reduced pressure. The dark brown oil was taken up in hot cyclohexane, and the mixture was filtered. Cooling resulted in separation of a dark orange solid. The solid, recrystallized twice from hot ethyl acetate, gave 64.21 g (0.316 mol, 65.8%) of off-white solid, m.p. 83+-84.5°. Reaction SMILES: [NH2:1][C:2]1[N:7]([C:8]2[CH:13]=[CH:12][C:11]([NH2:14])=[CH:10][CH:9]=2)[CH2:6][N:5]=[C:4]2[S:15][CH:16]=[CH:17][C:3]=12.[N-:18]=[C:19]=[O:20].[F:21][C:22]1[CH:27]=[CH:26][C:25]([C:28]([F:31])([F:30])[F:29])=[CH:24][C:23]=1N=C=O.C(N(C(C)C)CC)(C)C>CO.C(N(CC)CC)C>[NH2:1][C:2]1[N:7]([C:8]2[CH:9]=[CH:10][C:11]([N:14]([C:23]3[CH:24]=[C:25]([C:28]([F:30])([F:31])[F:29])[CH:26]=[CH:27][C:22]=3[F:21])[C:19]([NH2:18])=[O:20])=[CH:12][CH:13]=2)[CH2:6][N:5]=[C:4]2[S:15][CH:16]=[CH:17][C:3]=12 |f:4.5|. The product is NC1=C2C(=NCN1C1=CC=C(C=C1)N(C(=O)N)C1=C(C=CC(=C1)C(F)(F)F)F)SC=C2 (4-Amino-3-(4-((2-fluoro-5-(trifluoromethyl)phenyl)-aminocarbonylamino)phenyl)thieno[2,3-d]pyrimidine). The solvent is amine, CO.C(C)N(CC)CC (methanol triethylamine). Starting materials: [N-]=C=O (isocyanate), FC1=C(C=C(C=C1)C(F)(F)F)N=C=O (2-fluoro-5-trifluoromethyl-phenyl isocyanate), C(C)(C)N(CC)C(C)C (diisopropylethylamine), NC1=C2C(=NCN1C1=CC=C(C=C1)N)SC=C2 (4-Amino-3-(4-aminophenyl)thieno[2,3-d]pyrimidine). Procedure details: 4-Amino-3-(4-aminophenyl)thieno[2,3-d]pyrimidine (0.2 mmoles) was dissolved in 1 mL amine-free DMF and treated with 0.3 mmoles of the isocyanate of choice (2-fluoro-5-trifluoromethyl-phenyl isocyanate) and 0.6 mmoles of diisopropylethylamine for 2 hours at room temperature. The reaction mixture was treated with 0.5 mL 1:1 methanol-triethylamine for half an hour and concentrated to dryness in a Speedvac system, reconstituted in 1 mL DMSO and purified by prep HPLC. The fraction containing the desi...